This data is from the Open Reaction Database (ORD), a public repository of structured organic reaction records. The task is: describe an organic reaction: reactants, conditions, products, and yield Starting materials: [K].C1(C=2C(C(N1)=O)=CC=CC2)=O (phthalimide potassium salt), BrCCCCBr (1,4-dibromobutane). Run in CN(C=O)C (dimethylformamide). Conditions: time 10 hour. Product: BrCCCCN1C(C=2C(C1=O)=CC=CC2)=O (N-(4-Bromobutyl)phthalimide). As a reaction SMILES: [K].[C:2]1(=[O:12])[NH:6][C:5](=[O:7])[C:4]2=[CH:8][CH:9]=[CH:10][CH:11]=[C:3]12.[Br:13][CH2:14][CH2:15][CH2:16][CH2:17]Br>CN(C)C=O>[Br:13][CH2:14][CH2:15][CH2:16][CH2:17][N:6]1[C:2](=[O:12])[C:3]2=[CH:11][CH:10]=[CH:9][CH:8]=[C:4]2[C:5]1=[O:7] |f:0.1,^1:0|. Reported procedure: A mixture of phthalimide potassium salt (2 g; 10.8 mmol), 1,4-dibromobutane (10.8 g; 50 mmol) and dry dimethylformamide (10 ml) was stirred at a bath temperature of 90° to 100° C. for 10 hours. The precipitated crystals were removed by filtration, and the filtrate was concentrated under reduced pressure. Excess of 1,4-dibromobutane was removed by distillation, and the residue was purified by silica gel column chromatography to give the objective compound. M.P., 81°-82° C. Starting materials: B(Br)(Br)Br (BBr3), ClC1=NC=C(C(=N1)NC1=C(C=CC=C1OC)F)Cl ((2,5-Dichloro-pyrimidin-4-yl)-(2-fluoro-6-methoxy-phenyl)-amine). Solvent: C(Cl)Cl (CH2Cl2), C(Cl)Cl (CH2Cl2). Run at temperature -78 celsius, time 6 hour. Yields the product ClC1=NC=C(C(=N1)NC1=C(C=CC=C1F)O)Cl (2-(2,5-Dichloro-pyrimidin-4-ylamino)-3-fluoro-phenol). As a reaction SMILES: [Cl:1][C:2]1[N:7]=[C:6]([NH:8][C:9]2[C:14]([O:15]C)=[CH:13][CH:12]=[CH:11][C:10]=2[F:17])[C:5]([Cl:18])=[CH:4][N:3]=1.B(Br)(Br)Br>C(Cl)Cl>[Cl:1][C:2]1[N:7]=[C:6]([NH:8][C:9]2[C:10]([F:17])=[CH:11][CH:12]=[CH:13][C:14]=2[OH:15])[C:5]([Cl:18])=[CH:4][N:3]=1. Reported procedure: Into a 1-Neck round-bottom flask was added (2,5-Dichloro-pyrimidin-4-yl)-(2-fluoro-6-methoxy-phenyl)-amine (3.676 g, 0.013 mol) and CH2Cl2 (54 mL, 0.85 mol). The reaction mixture was cooled to −78° C. and 1.00 M of BBr3 in CH2Cl2 (51.0 mL) was added dropwise. The reaction mixture was allowed to warm to rt, was stirred for 6 hrs and was quenched with H2O. Title compound obtained as off-white solid. (3.497 g, 81%). HPLC purity 99%, LCMS 274.08 (M+H), 1H-NMR (DMSO-d6, 400 MHz) δ 10.37 (s, 1H), 9.13... RXN SMILES: Cl[C:2]1[C:7]([C:8]#[N:9])=[CH:6][C:5]([C:10]2[C:19]3[C:14](=[CH:15][C:16]([S:20]([NH:23][C:24]4[CH:28]=[CH:27][O:26][N:25]=4)(=[O:22])=[O:21])=[CH:17][CH:18]=3)[CH:13]=[CH:12][N:11]=2)=[C:4]([O:29][CH3:30])[CH:3]=1.[F:31][C:32]1[CH:33]=[C:34](B(O)O)[CH:35]=[CH:36][CH:37]=1.C1(P(C2CCCCC2)C2C=CC=CC=2C2C(OC)=CC=CC=2OC)CCCCC1.P([O-])([O-])([O-])=O.[K+].[K+].[K+]>C(Cl)Cl>[C:8]([C:7]1[CH:6]=[C:5]([C:10]2[C:19]3[C:14](=[CH:15][C:16]([S:20]([NH:23][C:24]4[CH:28]=[CH:27][O:26][N:25]=4)(=[O:21])=[O:22])=[CH:17][CH:18]=3)[CH:13]=[CH:12][N:11]=2)[C:4]([O:29][CH3:30])=[CH:3][C:2]=1[C:36]1[CH:35]=[CH:34][CH:33]=[C:32]([F:31])[CH:37]=1)#[N:9] |f:3.4.5.6|. Procedure: A vial was charged with 1-(4-chloro-5-cyano-2-methoxyphenyl)-N-(isoxazol-3-yl)isoquinoline-6-sulfonamide (INTERMEDIATE WWWW, 95.3 mg, 0.216 mmol), (3-fluorophenyl)boronic acid (60.5 mg, 0.432 mmol), dicyclohexyl(2′,6′-dimethoxy-[1,1′-biphenyl]-2-yl)phosphine (2.219 mg, 5.40 μmol), chloro(2-dicyclohexylphosphino-2′,6′-dimethoxy-1,1′-biphenyl)[2-(2-aminoethylphenyl)]palladium(ii) dichloromethane (8.19 mg, 10.81 μmol), and potassium phosphate (138 mg, 0.649 mmol). The vial was flushed with Ar (g), ... Yields the product C(#N)C1=C(C=C(C(=C1)C1=NC=CC2=CC(=CC=C12)S(=O)(=O)NC1=NOC=C1)OC)C1=CC(=CC=C1)F (1-(2-cyano-3′-fluoro-5-methoxy-[1,1′-biphenyl]-4-yl)-N-(isoxazol-3-yl)isoquinoline-6-sulfonamide). Reactants: ClC1=CC(=C(C=C1C#N)C1=NC=CC2=CC(=CC=C12)S(=O)(=O)NC1=NOC=C1)OC (1-(4-chloro-5-cyano-2-methoxyphenyl)-N-(isoxazol-3-yl)isoquinoline-6-sulfonamide), FC=1C=C(C=CC1)B(O)O ((3-fluorophenyl)boronic acid), C1(CCCCC1)P(C1=C(C=CC=C1)C1=C(C=CC=C1OC)OC)C1CCCCC1 (dicyclohexyl(2′,6′-dimethoxy-[1,1′-biphenyl]-2-yl)phosphine), chloro(2-dicyclohexylphosphino-2′,6′-dimethoxy-1,1′-biphenyl)[2-(2-aminoethylphenyl)]palladium(ii) dichloromethane, P(=O)([O-])([O-])[O-].[K+].[K+].[K+] (potassium phosphate), FC=1C=C(C=CC1)B(O)O ((3-fluorophenyl)boronic acid), chloro(2-dicyclohexylphosphino-2′,6′-dimethoxy-1,1′-biphenyl)[2-(2-aminoethylphenyl)]palladium(ii) dichloromethane, P(=O)([O-])([O-])[O-].[K+].[K+].[K+] (potassium phosphate). Solvent: C(Cl)Cl (DCM). Run at temperature 120 celsius. The yield is 20.4%.